From a dataset of the Open Reaction Database (ORD), a public repository of structured organic reaction records. describe an organic reaction: reactants, conditions, products, and yield Starting materials: COc1ccc(C(C)CN)cc1OC1CCCC1, N#CCCl, [Na+], [Na+], O=C([O-])[O-], CN(C)C=O. Yields the product COc1ccc(C(C)CNCC#N)cc1OC1CCCC1. Reaction SMILES: [CH:1]1([O:6][c:7]2[cH:8][c:9]([CH:15]([CH2:16][NH2:17])[CH3:18])[cH:10][cH:11][c:12]2[O:13][CH3:14])[CH2:2][CH2:3][CH2:4][CH2:5]1.[Cl:19][CH2:20][C:21]#[N:22].[Na+:23].[Na+:24].[O-:25][C:26](=[O:27])[O-:28].[O:29]=[CH:30][N:31]([CH3:32])[CH3:33]>>[CH:1]1([O:6][c:7]2[cH:8][c:9]([CH:15]([CH2:16][NH:17][CH2:20][C:21]#[N:22])[CH3:18])[cH:10][cH:11][c:12]2[O:13][CH3:14])[CH2:2][CH2:3][CH2:4][CH2:5]1. Reactants: CCO, CC=C(C(=O)OCC)C(=O)OCC, OO. Product: CCOC(=O)C1(C(=O)OCC)OC1C. RXN SMILES: [CH3:16][CH2:17][OH:18].[CH:1]([CH3:2])=[C:3]([C:4](=[O:5])[O:6][CH2:7][CH3:8])[C:9](=[O:10])[O:11][CH2:12][CH3:13].[OH:14][OH:15]>>[CH:1]1([CH3:2])[C:3]([C:4](=[O:5])[O:6][CH2:7][CH3:8])([C:9](=[O:10])[O:11][CH2:12][CH3:13])[O:14]1.